describe an organic reaction: reactants, conditions, products, and yield From a dataset of the Open Reaction Database (ORD), a public repository of structured organic reaction records. Conditions: temperature 160 celsius. Run in C(C)#N (acetonitrile). Product: C1(=CC=CC=C1)[C@H](CC)NC(=O)C1=C(N(C(C2=CC=CC=C12)=O)C1=CC(=C(C=C1)Cl)Cl)C (2-(3,4-Dichloro-phenyl)-3-methyl-1-oxo-1,2-dihydro-isoquinoline-4-carboxylic acid ((S)-1-phenyl-propyl)-amide). Reaction SMILES: [C:1]([C:4]1[C:13]2[C:8](=[CH:9][CH:10]=[CH:11][CH:12]=2)[C:7](=[O:14])[O:6][C:5]=1[NH:15][C@H:16]([C:19]1[CH:24]=[CH:23][CH:22]=[CH:21][CH:20]=1)[CH2:17][CH3:18])(=O)[CH3:2].[Cl:25][C:26]1[CH:27]=[C:28]([CH:30]=[CH:31][C:32]=1[Cl:33])[NH2:29]>C(#N)C>[C:19]1([C@@H:16]([NH:15][C:5]([C:4]2[C:13]3[C:8](=[CH:9][CH:10]=[CH:11][CH:12]=3)[C:7](=[O:14])[N:29]([C:28]3[CH:30]=[CH:31][C:32]([Cl:33])=[C:26]([Cl:25])[CH:27]=3)[C:1]=2[CH3:2])=[O:6])[CH2:17][CH3:18])[CH:20]=[CH:21][CH:22]=[CH:23][CH:24]=1. Starting materials: C(C)(=O)C1=C(OC(C2=CC=CC=C12)=O)N[C@@H](CC)C1=CC=CC=C1 (4-acetyl-3-((S)-1-phenyl-propylamino)-isochromen-1-one), ClC=1C=C(N)C=CC1Cl (3,4-dichloroaniline). Reported procedure: A mixture of 4-acetyl-3-((S)-1-phenyl-propylamino)-isochromen-1-one (60 mg) and 3,4-dichloroaniline (250 mg) in acetonitrile (0.5 ml) were heated under microwave irradiation at 160° C. for 15 min. The reaction mixture was partitioned between 2M HCl (3 ml) and ethyl acetate (3 ml). The organic solution was absorbed on SiO2 (600 mg) and flash chromatographed on SiO2 (20 g) with gradient heptane-ethyl acetate to give 22 mg of the title compound as a white solid. LC-MS (m/z) 465.4 & 467.4 (MH+); tR=... Isolated yield 25.3%. The reactants are N(=O)[O-].[Na+] (sodium nitrite), C(CCCC)(=O)C(C(=O)OCC)C(=O)C (ethyl 2-valerylacetoacetate), C(C)(=O)OC(C)=O (acetic anhydride), Ice. Reagents/catalysts: [Zn] (Zinc). The solvent is O (water), C(C)(=O)O (acetic acid). Run at time 8 hour. Yields the product C(C)OC(C(C(CCCC)=O)NC(C)=O)=O (ethyl-2-acetamido-3-oxoheptanoate). Reaction SMILES: [N:1]([O-])=O.[Na+].[C:5]([CH:11](C(C)=O)[C:12]([O:14][CH2:15][CH3:16])=[O:13])(=[O:10])[CH2:6][CH2:7][CH2:8][CH3:9].[C:20]([O:23]C(=O)C)(=O)[CH3:21]>O.C(O)(=O)C.[Zn]>[CH2:15]([O:14][C:12](=[O:13])[CH:11]([NH:1][C:20](=[O:23])[CH3:21])[C:5](=[O:10])[CH2:6][CH2:7][CH2:8][CH3:9])[CH3:16] |f:0.1|. Procedure: A solution of sodium nitrite (41.3 g) in water was added slowly to a cooled solution of ethyl 2-valerylacetoacetate (118.7 g) in acetic acid (100 ml.), and the temperature was kept below 10°. Ice (100 g) was added, followed by acetic anhydride (105.0 g). Zinc dust (total 65.4 g) was added portionwise, keeping the temperature below 20° with stirring, until the reaction was complete. The mixture was allowed to stand overnight at room temperature, and it was then filtered. The solid was washed with... The reactants are COC(=O)c1ccc(Br)cc1Nc1ccc(F)cc1, CCO, Cc1ccccc1, [Na+], [Na+], O=C([O-])[O-], O, c1ccc(P(c2ccccc2)(c2ccccc2)[Pd](P(c2ccccc2)(c2ccccc2)c2ccccc2)(P(c2ccccc2)(c2ccccc2)c2ccccc2)P(c2ccccc2)(c2ccccc2)c2ccccc2)cc1, OB(O)c1cccs1. The product is COC(=O)c1ccc(-c2cccs2)cc1Nc1ccc(F)cc1. As a reaction SMILES: [Br:8][c:9]1[cH:10][c:11]([NH:19][c:20]2[cH:21][cH:22][c:23]([F:26])[cH:24][cH:25]2)[c:12]([C:13](=[O:14])[O:15][CH3:16])[cH:17][cH:18]1.[CH3:119][CH2:120][OH:121].[CH3:1][c:2]1[cH:3][cH:4][cH:5][cH:6][cH:7]1.[Na+:35].[Na+:36].[O-:37][C:38](=[O:39])[O-:40].[OH2:118].[cH:41]1[cH:42][cH:43][c:44]([P:45]([Pd:46]([P:47]([c:48]2[cH:49][cH:50][cH:51][cH:52][cH:53]2)([c:54]2[cH:55][cH:56][cH:57][cH:58][cH:59]2)[c:60]2[cH:61][cH:62][cH:63][cH:64][cH:65]2)([P:66]([c:67]2[cH:68][cH:69][cH:70][cH:71][cH:72]2)([c:73]2[cH:74][cH:75][cH:76][cH:77][cH:78]2)[c:79]2[cH:80][cH:81][cH:82][cH:83][cH:84]2)[P:85]([c:86]2[cH:87][cH:88][cH:89][cH:90][cH:91]2)([c:92]2[cH:93][cH:94][cH:95][cH:96][cH:97]2)[c:98]2[cH:99][cH:100][cH:101][cH:102][cH:103]2)([c:104]2[cH:105][cH:106][cH:107][cH:108][cH:109]2)[c:110]2[cH:111][cH:112][cH:113][cH:114][cH:115]2)[cH:116][cH:117]1.[s:27]1[c:28]([B:32]([OH:33])[OH:34])[cH:29][cH:30][cH:31]1>>[c:9]1(-[c:28]2[s:27][cH:31][cH:30][cH:29]2)[cH:10][c:11]([NH:19][c:20]2[cH:21][cH:22][c:23]([F:26])[cH:24][cH:25]2)[c:12]([C:13](=[O:14])[O:15][CH3:16])[cH:17][cH:18]1. Starting materials: FC1=CC=CC(=N1)C1=C2C(=NC=C1)NC(=C2)C2=CCN(CC2)C(=O)OC(C)(C)C (tert-butyl 4-(4-(6-fluoropyridin-2-yl)-1H-pyrrolo[2,3-b]pyridin-2-yl)-5,6-dihydropyridine-1(2H)-carboxylate), Cl (HCl), O1CCOCC1 (dioxane). Procedure: A mixture of Example 309E (4.0 g, 10.14 mmol) and 4M HCl in dioxane (25.4 ml, 101 mmol) in methanol (10 mL) was stirred at room temperature for 4 hours. The mixture was concentrated and the solid was washed with ethyl acetate and vacuum dried to provide the title compound as an HCl salt. 1H NMR (400 MHz, DMSO-d6) δ 2.81 (s, 2H), 3.33 (s, 2H), 3.83 (s, 2H), 6.62 (s, 1H), 7.17 (d, J=1.6 Hz, 1H), 7.30 (dd, J=7.9, 2.6 Hz, 1H), 7.68 (d, J=5.2 Hz, 1H), 8.08-8.25 (m, 2H), 8.37 (d, J=5.2 Hz, 1H), 9.46 (... The product is FC1=CC=CC(=N1)C1=C2C(=NC=C1)NC(=C2)C=2CCNCC2 (4-(6-fluoropyridin-2-yl)-2-(1,2,3,6-tetrahydropyridin-4-yl)-1H-pyrrolo[2,3-b]pyridine), Cl (HCl). Run in CO (methanol). As a reaction SMILES: [F:1][C:2]1[N:7]=[C:6]([C:8]2[CH:13]=[CH:12][N:11]=[C:10]3[NH:14][C:15]([C:17]4[CH2:22][CH2:21][N:20](C(OC(C)(C)C)=O)[CH2:19][CH:18]=4)=[CH:16][C:9]=23)[CH:5]=[CH:4][CH:3]=1.[ClH:30].O1CCOCC1>CO>[F:1][C:2]1[N:7]=[C:6]([C:8]2[CH:13]=[CH:12][N:11]=[C:10]3[NH:14][C:15]([C:17]4[CH2:22][CH2:21][NH:20][CH2:19][CH:18]=4)=[CH:16][C:9]=23)[CH:5]=[CH:4][CH:3]=1.[ClH:30].